Dataset: the Open Reaction Database (ORD), a public repository of structured organic reaction records. Task: describe an organic reaction: reactants, conditions, products, and yield The reactants are O=C1CCC(=O)N1Br, COc1c(C)cccc1Oc1ccccc1, CC(C)(C#N)N=NC(C)(C)C#N, c1ccccc1. The product is COc1c(CBr)cccc1Oc1ccccc1. Reaction SMILES: [Br:17][N:18]1[C:19](=[O:20])[CH2:21][CH2:22][C:23]1=[O:24].[CH3:1][O:2][c:3]1[c:4]([O:10][c:11]2[cH:12][cH:13][cH:14][cH:15][cH:16]2)[cH:5][cH:6][cH:7][c:8]1[CH3:9].[N:25]#[C:26][C:27]([N:28]=[N:29][C:30]([C:31]#[N:32])([CH3:33])[CH3:34])([CH3:35])[CH3:36].[cH:37]1[cH:38][cH:39][cH:40][cH:41][cH:42]1>>[CH3:1][O:2][c:3]1[c:4]([O:10][c:11]2[cH:12][cH:13][cH:14][cH:15][cH:16]2)[cH:5][cH:6][cH:7][c:8]1[CH2:9][Br:17]. Reaction SMILES: [N:1]1[C:10]2[C:5](=[CH:6][CH:7]=[CH:8][CH:9]=2)[CH:4]=[CH:3][C:2]=1[CH2:11][O:12][C:13]1[N:18]=[CH:17][C:16]([CH2:19]O)=[CH:15][CH:14]=1.S(Cl)([Cl:23])=O>>[Cl:23][CH2:19][C:16]1[CH:15]=[CH:14][C:13]([O:12][CH2:11][C:2]2[CH:3]=[CH:4][C:5]3[C:10](=[CH:9][CH:8]=[CH:7][CH:6]=3)[N:1]=2)=[N:18][CH:17]=1. Product: ClCC=1C=CC(=NC1)OCC1=NC2=CC=CC=C2C=C1 (2-(5-chloromethyl-2-pyridyloxymethyl)quinoline). Starting materials: N1=C(C=CC2=CC=CC=C12)COC1=CC=C(C=N1)CO (6-(2-quinolylmethoxy)-3-pyridylmethanol), S(=O)(Cl)Cl (thionyl chloride). Procedure: A mixture of 6-(2-quinolylmethoxy)-3-pyridylmethanol (2.66 g) and thionyl chloride (10 ml) was stirred at room temperature for 1 hour. The reaction mixture was concentrated under reduced pressure, and saturated aqueous sodium bicarbonate solution was added to the residue, which was extracted with ethyl acetate. The ethyl acetate layer was washed with saturated aqueous sodium chloride solution, dried (MgSO4) and concentrated. The residue was subjected to silica gel column chromatography to obtain... Isolated yield 88.0%. Conditions: time 1 hour. The reactants are O1CCNC2=C1C=CC(=C2)C=2C(CC(NN2)=O)C (6-(3,4-Dihydro-1,4(2H)-benzoxazin-6-yl)-2,3,4,5-tetrahydro-5-methylpyridazin-3-one), C(C)(=O)Cl (acetyl chloride). Solvent: O1CCCC1 (tetrahydrofuran). Yields the product C(C)(=O)N1CCOC2=C1C=C(C=C2)C=2C(CC(NN2)=O)C (6-(4-Acetyl-3,4-dihydro-1,4(2H)-benzoxazin-6-yl)-2,3,4,5-tetrahydro-5-methylpyridazin-3-one). The yield is 61.0%. RXN SMILES: [O:1]1[C:6]2[CH:7]=[CH:8][C:9]([C:11]3[CH:12]([CH3:18])[CH2:13][C:14](=[O:17])[NH:15][N:16]=3)=[CH:10][C:5]=2[NH:4][CH2:3][CH2:2]1.[C:19](Cl)(=[O:21])[CH3:20]>O1CCCC1>[C:19]([N:4]1[C:5]2[CH:10]=[C:9]([C:11]3[CH:12]([CH3:18])[CH2:13][C:14](=[O:17])[NH:15][N:16]=3)[CH:8]=[CH:7][C:6]=2[O:1][CH2:2][CH2:3]1)(=[O:21])[CH3:20]. Procedure details: 6-(3,4-Dihydro-1,4(2H)-benzoxazin-6-yl)-2,3,4,5-tetrahydro-5-methylpyridazin-3-one was suspended in tetrahydrofuran and one equivalent of acetyl chloride was added. After one half hour at 0° C., the solvent was removed in vacuo, and the product was crystallized from ethanol in 61% yield, mp 185.5°-186° C. Starting materials: CO, Nc1cc(Sc2ccccc2)ccc1[N+](=O)[O-], [Na+], [Na+], [Na+], [Na+], O=C([O-])[O-], O, O=S([O-])S(=O)[O-]. The product is Nc1ccc(Sc2ccccc2)cc1N. As a reaction SMILES: [CH3:18][OH:19].[NH2:1][c:2]1[c:3]([N+:15]([O-:16])=[O:17])[cH:4][cH:5][c:6]([S:8][c:9]2[cH:10][cH:11][cH:12][cH:13][cH:14]2)[cH:7]1.[Na+:26].[Na+:27].[Na+:28].[Na+:29].[O-:30][C:31](=[O:32])[O-:33].[OH2:34].[S:20]([S:21]([O-:22])=[O:23])([O-:24])=[O:25]>>[NH2:1][c:2]1[c:3]([NH2:15])[cH:4][cH:5][c:6]([S:8][c:9]2[cH:10][cH:11][cH:12][cH:13][cH:14]2)[cH:7]1. Reactants: Cl (HCl), ClC1=CC=C(C=C1)[C@@H](CCO)NC(=O)C1(CCN(CC1)C=1C2=C(N=CN1)NC=C2)NC(OC(C)(C)C)=O ((R)-tert-butyl 4-(1-(4-chlorophenyl)-3-hydroxypropylcarbamoyl)-1-(7H-pyrrolo[2,3-d]pyrimidin-4-yl)piperidin-4-ylcarbamate), ClC1=CC=C(C=C1)[C@@H](CCO)NC(=O)C1(CCN(CC1)C=1C2=C(N=CN1)NC=C2)NC(OC(C)(C)C)=O ((R)-tert-butyl 4-(1-(4-chlorophenyl)-3-hydroxypropylcarbamoyl)-1-(7H-pyrrolo[2,3-d]pyrimidin-4-yl)piperidin-4-ylcarbamate). Solvent: C(Cl)Cl (DCM). Conditions: temperature 20 celsius, time 3 hour. Yields the product NC1(CCN(CC1)C=1C2=C(N=CN1)NC=C2)C(=O)N[C@H](CCO)C2=CC=C(C=C2)Cl ((R)-4-amino-N-(1-(4-chlorophenyl)-3-hydroxypropyl)-1-(7H-pyrrolo[2,3-d]pyrimidin-4-yl)piperidine-4-carboxamide). Isolated yield 39.6%. RXN SMILES: Cl.[Cl:2][C:3]1[CH:8]=[CH:7][C:6]([C@H:9]([NH:13][C:14]([C:16]2([NH:31]C(=O)OC(C)(C)C)[CH2:21][CH2:20][N:19]([C:22]3[C:23]4[CH:30]=[CH:29][NH:28][C:24]=4[N:25]=[CH:26][N:27]=3)[CH2:18][CH2:17]2)=[O:15])[CH2:10][CH2:11][OH:12])=[CH:5][CH:4]=1>C(Cl)Cl>[NH2:31][C:16]1([C:14]([NH:13][C@@H:9]([C:6]2[CH:5]=[CH:4][C:3]([Cl:2])=[CH:8][CH:7]=2)[CH2:10][CH2:11][OH:12])=[O:15])[CH2:17][CH2:18][N:19]([C:22]2[C:23]3[CH:30]=[CH:29][NH:28][C:24]=3[N:25]=[CH:26][N:27]=2)[CH2:20][CH2:21]1. Reported procedure: HCl (4M in dioxane) (0.378 mL, 1.51 mmol) was added to (R)-tert-butyl 4-(1-(4-chlorophenyl)-3-hydroxypropylcarbamoyl)-1-(7H-pyrrolo[2,3-d]pyrimidin-4-yl)piperidin-4-ylcarbamate (Intermediate 42) (0.160 g, 0.30 mmol) in DCM (3 mL). The resulting suspension was stirred at 20° C. for 3 hours. The reaction mixture was evaporated. The crude product was purified by preparative HPLC (Waters XTerra C18 column, 5 μm silica, 19 mm diameter, 100 mm length), using decreasingly polar mixtures of water (conta...